Dataset: the Open Reaction Database (ORD), a public repository of structured organic reaction records. Task: describe an organic reaction: reactants, conditions, products, and yield The reactants are CC(C)(C)OC(=O)N1CCc2c(nc3sc(C(N)=O)c(N)c3c2-c2cccs2)C1, CC(=O)Cl, CO, N. Yields the product NC(=O)c1sc2nc3c(c(-c4cccs4)c2c1N)CCNC3. Reaction SMILES: [C:1]([O:2][C:3](=[O:4])[N:8]1[CH2:9][CH2:10][c:11]2[c:12](-[c:25]3[s:26][cH:27][cH:28][cH:29]3)[c:13]3[c:14]([n:15][c:16]2[CH2:17]1)[s:18][c:19]([C:22]([NH2:23])=[O:24])[c:20]3[NH2:21])([CH3:5])([CH3:6])[CH3:7].[CH3:30][C:31](=[O:32])[Cl:33].[CH3:35][OH:36].[NH3:34]>>[NH:8]1[CH2:9][CH2:10][c:11]2[c:12](-[c:25]3[s:26][cH:27][cH:28][cH:29]3)[c:13]3[c:14]([n:15][c:16]2[CH2:17]1)[s:18][c:19]([C:22]([NH2:23])=[O:24])[c:20]3[NH2:21].